From a dataset of the Open Reaction Database (ORD), a public repository of structured organic reaction records. describe an organic reaction: reactants, conditions, products, and yield Starting materials: CC1=NC2=CC=CC=C2C(C1C)=O (2,3-dimethyl-4-quinolone), C(C)(=O)OC(C)=O (acetic anhydride). Product: C(C)(=O)OC1=C(C(=NC2=CC=CC=C12)C)C (4-acetoxy-2,3-dimethylquinoline). RXN SMILES: [CH3:1][C:2]1[CH:11]([CH3:12])[C:10](=[O:13])[C:9]2[C:4](=[CH:5][CH:6]=[CH:7][CH:8]=2)[N:3]=1.[C:14](OC(=O)C)(=[O:16])[CH3:15]>>[C:14]([O:13][C:10]1[C:9]2[C:4](=[CH:5][CH:6]=[CH:7][CH:8]=2)[N:3]=[C:2]([CH3:1])[C:11]=1[CH3:12])(=[O:16])[CH3:15]. Procedure details: A solution of 1.73 g of 2,3-dimethyl-4-quinolone in 25 ml of acetic anhydride was stirred at 130° C. for 8 hours. The solution was evaporated to remove the solvent under reduced pressure, and 30 ml of chloroform was added to the solution. The mixture was washed with an aqueous saturated sodium hydrogen carbonate solution and water and dried over sodium sulfate. The solvent was evaporated under reduced pressure, and the crude product thus obtained was purified by silica gel column chromatography ... Starting materials: COC1=CC=C2C=CC=C(C2=C1)CCNC(=O)C1CC1 (N-[2-(7-methoxynaphth-1-yl)ethyl]cyclopropylcarboxamide), C(C)(=O)Cl (acetyl chloride). Product: COC1=CC=C2C=C(C=C(C2=C1)CCNC(=O)C1CC1)C(C)=O (N-[2-(7-METHOXY-3-ACETYLNAPHTH-1-YL)ETHYL]CYCLOPROPYLCARBOXAMIDE). The yield is 31.0%. Reaction SMILES: [CH3:1][O:2][C:3]1[CH:12]=[C:11]2[C:6]([CH:7]=[CH:8][CH:9]=[C:10]2[CH2:13][CH2:14][NH:15][C:16]([CH:18]2[CH2:20][CH2:19]2)=[O:17])=[CH:5][CH:4]=1.[C:21](Cl)(=[O:23])[CH3:22]>>[CH3:1][O:2][C:3]1[CH:12]=[C:11]2[C:6]([CH:7]=[C:8]([C:21](=[O:23])[CH3:22])[CH:9]=[C:10]2[CH2:13][CH2:14][NH:15][C:16]([CH:18]2[CH2:19][CH2:20]2)=[O:17])=[CH:5][CH:4]=1. Procedure: By working as in Example 1, using N-[2-(7-methoxynaphth-1-yl)ethyl]cyclopropylcarboxamide and acetyl chloride as starting materials, the compound of Example 50 is obtained. The reactants are O=C1CCC(=O)N1Br, O=C(OOC(=O)c1ccccc1)c1ccccc1, ClC(Cl)(Cl)Cl, CC=CC(=O)O[Si](C)(C)C. Yields the product C[Si](C)(C)OC(=O)C=CCBr. Reaction SMILES: [Br:11][N:12]1[C:13](=[O:14])[CH2:15][CH2:16][C:17]1=[O:18].[C:19]([O:20][O:21][C:22](=[O:23])[c:24]1[cH:25][cH:26][cH:27][cH:28][cH:29]1)(=[O:30])[c:31]1[cH:32][cH:33][cH:34][cH:35][cH:36]1.[C:37]([Cl:38])([Cl:39])([Cl:40])[Cl:41].[CH3:1][Si:2]([CH3:3])([CH3:4])[O:5][C:6]([CH:7]=[CH:8][CH3:9])=[O:10]>>[CH3:1][Si:2]([CH3:3])([CH3:4])[O:5][C:6]([CH:7]=[CH:8][CH2:9][Br:11])=[O:10]. Starting materials: COCCN(C)c1ccc(OC)c2nc(NC(=O)c3ccnc(Br)c3)sc12, O=C([O-])[O-], C1COCCN1, CN1CCCC1=O, [Cs+], [Cs+]. Yields the product COCCN(C)c1ccc(OC)c2nc(NC(=O)c3ccnc(N4CCOCC4)c3)sc12. Reaction SMILES: [Br:1][c:2]1[cH:3][c:4]([C:5](=[O:6])[NH:7][c:8]2[s:9][c:10]3[c:11]([n:12]2)[c:13]([O:23][CH3:24])[cH:14][cH:15][c:16]3[N:17]([CH3:18])[CH2:19][CH2:20][O:21][CH3:22])[cH:25][cH:26][n:27]1.[C:34](=[O:35])([O-:36])[O-:37].[CH2:28]1[CH2:29][O:30][CH2:31][CH2:32][NH:33]1.[CH3:40][N:41]1[CH2:42][CH2:43][CH2:44][C:45]1=[O:46].[Cs+:38].[Cs+:39]>>[c:2]1([N:33]2[CH2:28][CH2:29][O:30][CH2:31][CH2:32]2)[cH:3][c:4]([C:5](=[O:6])[NH:7][c:8]2[s:9][c:10]3[c:11]([n:12]2)[c:13]([O:23][CH3:24])[cH:14][cH:15][c:16]3[N:17]([CH3:18])[CH2:19][CH2:20][O:21][CH3:22])[cH:25][cH:26][n:27]1. Starting materials: CC=1C(=CC=2C(CCC(C2C1)(C)C)(C)C)B(O)O (3,5,5,8,8-pentamethyl-5,6,7,8-tetrahydro-2-naphthylboronic acid), BrC1=CC=C(C=C1)C(C(=O)O)=C (4-bromophenylacrylic acid). Yields the product CC=1C(=CC=2C(CCC(C2C1)(C)C)(C)C)C=1C=C(C=CC1)C(C(=O)O)=C (3-(3,5,5,8,8-Pentamethyl-5,6,7,8-tetrahydro-2-naphthyl)phenylacrylic acid). Reaction SMILES: [CH3:1][C:2]1[C:3](B(O)O)=[CH:4][C:5]2[C:6]([CH3:15])([CH3:14])[CH2:7][CH2:8][C:9]([CH3:13])([CH3:12])[C:10]=2[CH:11]=1.Br[C:20]1[CH:25]=[CH:24][C:23]([C:26](=[CH2:30])[C:27]([OH:29])=[O:28])=[CH:22][CH:21]=1>>[CH3:1][C:2]1[C:3]([C:25]2[CH:24]=[C:23]([C:26](=[CH2:30])[C:27]([OH:29])=[O:28])[CH:22]=[CH:21][CH:20]=2)=[CH:4][C:5]2[C:6]([CH3:15])([CH3:14])[CH2:7][CH2:8][C:9]([CH3:13])([CH3:12])[C:10]=2[CH:11]=1. Procedure details: In a similar manner to Example 9(b), by reaction of 73.4 g (0.30 mol) of 3,5,5,8,8-pentamethyl-5,6,7,8-tetrahydro-2-naphthylboronic acid with 44.7 g (0.20 mol) of 4-bromophenylacrylic acid, and after recrystallization from ethanol, 48 g (61%) of 3-(3,5,5,8,8-pentamethyl-5,6,7,8-tetrahydro-2-naphthyl)phenylacrylic acid are obtained, with a melting point of 207-8° C. The reactants are B, CO, O=Cc1cc(C(F)(F)F)cc(C(F)(F)F)c1, CC(N)C(O)c1ccc(O)c(NS(C)(=O)=O)c1, c1ccncc1. Product: CC(NCc1cc(C(F)(F)F)cc(C(F)(F)F)c1)C(O)c1ccc(O)c(NS(C)(=O)=O)c1. As a reaction SMILES: [BH3:7].[CH3:41][OH:42].[F:25][C:26]([c:27]1[cH:28][c:29]([CH:30]=[O:31])[cH:32][c:33]([C:35]([F:36])([F:37])[F:38])[cH:34]1)([F:39])[F:40].[NH2:8][CH:9]([CH:10]([OH:11])[c:12]1[cH:13][cH:14][c:15]([OH:23])[c:16]([NH:18][S:19](=[O:20])(=[O:21])[CH3:22])[cH:17]1)[CH3:24].[n:1]1[cH:2][cH:3][cH:4][cH:5][cH:6]1>>[NH:8]([CH:9]([CH:10]([OH:11])[c:12]1[cH:13][cH:14][c:15]([OH:23])[c:16]([NH:18][S:19](=[O:20])(=[O:21])[CH3:22])[cH:17]1)[CH3:24])[CH2:30][c:29]1[cH:28][c:27]([C:26]([F:25])([F:39])[F:40])[cH:34][c:33]([C:35]([F:36])([F:37])[F:38])[cH:32]1. The reactants are COCCOc1ccc2[nH]cc(CC(C)(N)C(=O)OC)c2c1, CO, ClCCl, O=Cc1cccc(O)c1. The product is COCCOc1ccc2[nH]c3c(c2c1)CC(C)(C(=O)OC)NC3c1cccc(O)c1. Reaction SMILES: [CH3:1][O:2][C:3]([C:4]([CH2:5][c:6]1[cH:7][nH:8][c:9]2[cH:10][cH:11][c:12]([O:15][CH2:16][CH2:17][O:18][CH3:19])[cH:13][c:14]12)([CH3:20])[NH2:21])=[O:22].[CH3:32][OH:33].[Cl:34][CH2:35][Cl:36].[OH:23][c:24]1[cH:25][c:26]([CH:27]=[O:28])[cH:29][cH:30][cH:31]1>>[CH3:1][O:2][C:3]([C:4]1([CH3:20])[CH2:5][c:6]2[c:7]([nH:8][c:9]3[cH:10][cH:11][c:12]([O:15][CH2:16][CH2:17][O:18][CH3:19])[cH:13][c:14]23)[CH:27]([c:26]2[cH:25][c:24]([OH:23])[cH:31][cH:30][cH:29]2)[NH:21]1)=[O:22].